describe an organic reaction: reactants, conditions, products, and yield From a dataset of the Open Reaction Database (ORD), a public repository of structured organic reaction records. RXN SMILES: [Br:19][CH:20]([CH3:21])[CH3:22].[C:13](=[O:14])([O-:15])[O-:16].[ClH:23].[Cs+:17].[Cs+:18].[O:24]=[CH:25][N:26]([CH3:27])[CH3:28].[OH:1][c:2]1[cH:3][cH:4][c:5]([CH2:8][C:9](=[O:10])[O:11][CH3:12])[cH:6][cH:7]1>>[O:1]([c:2]1[cH:3][cH:4][c:5]([CH2:8][C:9](=[O:10])[O:11][CH3:12])[cH:6][cH:7]1)[CH:20]([CH3:21])[CH3:22]. Yields the product COC(=O)Cc1ccc(OC(C)C)cc1. Starting materials: CC(C)Br, O=C([O-])[O-], Cl, [Cs+], [Cs+], CN(C)C=O, COC(=O)Cc1ccc(O)cc1. Starting materials: COC1=CC=C(C=C1)C(CBr)=O (1-(4'-methoxyphenyl)-2-bromo-1-ethanone), C(\C=C/CO)O (cis-2-butene-1,4-diol), C(CC(O)(C(=O)O)CC(=O)O)(=O)O (citric acid), C1(O)=CC=C(O)C=C1 (hydroquinone), liquid, C[O-].[Na+] (sodium methoxide), aqueous solution, C(\C=C/CO)O (cis-2-butene-1,4-diol). Run in C([O-])(O)=O.[Na+] (sodium bicarbonate). Product: COC1=CC=C(C=C1)C1OCC=CC(O1)CCBr (2-(4'-methoxyphenyl)-2-bromoethyl-4,7-dihydro-1,3-dioxepine). Reaction SMILES: CO[C:3]1C=C[C:6]([C:9](=O)[CH2:10][Br:11])=[CH:5][CH:4]=1.[CH2:13](O)/[CH:14]=C\CO.[C:19]([OH:31])(=[O:30])[CH2:20][C:21]([CH2:26][C:27]([OH:29])=O)(C(O)=O)O.[C:32]1(C=CC(O)=CC=1)O.C[O-].[Na+]>C(=O)(O)[O-].[Na+]>[CH3:32][O:29][C:27]1[CH:26]=[CH:21][C:20]([CH:19]2[O:30][CH:6]([CH2:9][CH2:10][Br:11])[CH:5]=[CH:4][CH2:3][O:31]2)=[CH:14][CH:13]=1 |f:4.5,6.7|. Procedure: 1-(4'-methoxyphenyl)-2-bromo-1-ethanone (J. Org. Chem. Soc. 68, 868 (1946)) (6.90 g; 30 mmols), cis-2-butene-1,4-diol (90 ml), citric acid (0.60 g; 2.9 mmols) and hydroquinone (0.30 g; 2.7 mmols) are reacted at 70° C. for 12 hours under reduced pressure (0.15 mm Hg) by distillating off slowly 120 ml of liquid which is replaced, time by time, with cis-2-butene-1,4-diol (120 ml). The reaction mixture is cooled and sodium methoxide (0.20 g) is added. The reaction mixture is poured into a 10% aqueou... Reactants: FC1=CC=C(C=C1)N1N=CC2=CC(=CC=C12)O[C@@H]([C@H](C)N)C1=CC(=CC=C1)OC ((1R,2S)-1-{[1-(4-fluorophenyl)-1H-indazol-5-yl]oxy}-1-(3-methoxyphenyl)propan-2-amine), CC=1C=C(SC1C)C(=O)O (4,5-dimethylthiophene-2-carboxylic acid). The product is FC1=CC=C(C=C1)N1N=CC2=CC(=CC=C12)O[C@@H]([C@H](C)NC(=O)C=1SC(=C(C1)C)C)C1=CC(=CC=C1)OC (N-[(1R,2S)-1-[1-(4-fluorophenyl)indazol-5-yl]oxy-1-(3-methoxyphenyl)propan-2yl]-4,5-dimethyl-thiophene-2-carboxamide). As a reaction SMILES: [F:1][C:2]1[CH:7]=[CH:6][C:5]([N:8]2[C:16]3[C:11](=[CH:12][C:13]([O:17][C@H:18]([C:22]4[CH:27]=[CH:26][CH:25]=[C:24]([O:28][CH3:29])[CH:23]=4)[C@@H:19]([NH2:21])[CH3:20])=[CH:14][CH:15]=3)[CH:10]=[N:9]2)=[CH:4][CH:3]=1.[CH3:30][C:31]1[CH:32]=[C:33]([C:37](O)=[O:38])[S:34][C:35]=1[CH3:36]>>[F:1][C:2]1[CH:3]=[CH:4][C:5]([N:8]2[C:16]3[C:11](=[CH:12][C:13]([O:17][C@H:18]([C:22]4[CH:27]=[CH:26][CH:25]=[C:24]([O:28][CH3:29])[CH:23]=4)[C@@H:19]([NH:21][C:37]([C:33]4[S:34][C:35]([CH3:36])=[C:31]([CH3:30])[CH:32]=4)=[O:38])[CH3:20])=[CH:14][CH:15]=3)[CH:10]=[N:9]2)=[CH:6][CH:7]=1. Procedure: Prepared as described in Example 269 from (1R,2S)-1-(1-(4-fluorophenyl)-1H-indazol-5-yloxy)-1-(3-methoxyphenyl)propan-2-amine (6a, 50 mg, 0.13 mmol) and 4,5-dimethylthiophene-2-carboxylic acid (23 mg, 0.15 mmol). Starting materials: COP(=O)(C#Cc1c(C(C)C)nc2ccccc2c1-c1ccc(F)cc1)CC(O)CC(=O)O, [Li+], C1COCCO1, [OH-]. The product is CC(C)c1nc2ccccc2c(-c2ccc(F)cc2)c1C#CP(=O)(O)CC(O)CC(=O)O. Reaction SMILES: [F:1][c:2]1[cH:3][cH:4][c:5](-[c:8]2[c:9]([C:21]#[C:22][P:23](=[O:24])([CH2:25][CH:26]([CH2:27][C:28](=[O:29])[OH:30])[OH:31])[O:32][CH3:33])[c:10]([CH:18]([CH3:19])[CH3:20])[n:11][c:12]3[cH:13][cH:14][cH:15][cH:16][c:17]23)[cH:6][cH:7]1.[Li+:35].[O:36]1[CH2:37][CH2:38][O:39][CH2:40][CH2:41]1.[OH-:34]>>[F:1][c:2]1[cH:3][cH:4][c:5](-[c:8]2[c:9]([C:21]#[C:22][P:23](=[O:24])([CH2:25][CH:26]([CH2:27][C:28](=[O:29])[OH:30])[OH:31])[OH:32])[c:10]([CH:18]([CH3:19])[CH3:20])[n:11][c:12]3[cH:13][cH:14][cH:15][cH:16][c:17]23)[cH:6][cH:7]1. The reactants are C1(=CC=CC=C1)N1C(NC(=C1C1=CC=CC=C1)C1=CC=CC=C1)=O (1,4,5-Triphenylimidazol-2-one), BrCC#CCCCC(=O)OC (methyl 7-bromo-5-heptynoate), C([O-])([O-])=O.[K+].[K+] (potassium carbonate). Run in CC(CC)=O (butanone). The product is C1(=CC=CC=C1)N1C(N(C(=C1C1=CC=CC=C1)C1=CC=CC=C1)CC#CCCCC(=O)OC)=O (Methyl 7-(3,4,5-triphenyl-2-oxo-2,3-dihydroimidazol-1-yl)-5-heptynoate). As a reaction SMILES: [C:1]1([N:7]2[C:11]([C:12]3[CH:17]=[CH:16][CH:15]=[CH:14][CH:13]=3)=[C:10]([C:18]3[CH:23]=[CH:22][CH:21]=[CH:20][CH:19]=3)[NH:9][C:8]2=[O:24])[CH:6]=[CH:5][CH:4]=[CH:3][CH:2]=1.Br[CH2:26][C:27]#[C:28][CH2:29][CH2:30][CH2:31][C:32]([O:34][CH3:35])=[O:33].C(=O)([O-])[O-].[K+].[K+]>CC(=O)CC>[C:1]1([N:7]2[C:11]([C:12]3[CH:17]=[CH:16][CH:15]=[CH:14][CH:13]=3)=[C:10]([C:18]3[CH:23]=[CH:22][CH:21]=[CH:20][CH:19]=3)[N:9]([CH2:26][C:27]#[C:28][CH2:29][CH2:30][CH2:31][C:32]([O:34][CH3:35])=[O:33])[C:8]2=[O:24])[CH:6]=[CH:5][CH:4]=[CH:3][CH:2]=1 |f:2.3.4|. Procedure: 1,4,5-Triphenylimidazol-2-one was treated with methyl 7-bromo-5-heptynoate and potassium carbonate in butanone to give after work-up the title compound, m.p. 133°-134° C.,